From a dataset of the Open Reaction Database (ORD), a public repository of structured organic reaction records. describe an organic reaction: reactants, conditions, products, and yield The solvent is C1CCOC1 (THF). Product: O1CCN(CC1)C=1C=2N(N=CC1)C(=C(N2)C#CC2=NC1=CC=CC=C1C=C2)C2=CC=C(C=C2)C(C)=O (1-(4-(8-Morpholino-2-(quinolin-2-ylethynyl)imidazo[1,2-b]pyridazin-3-yl)phenyl)ethanone). Procedure details: To a suspension of compound 65a (140 mg, 0.270 mmol) in 10 mL of THF at 0° C. was added methylmagnesium bromide (0.270 mL, 0.810 mmol, 3.0 M in Et2O) dropwise under an Argon atmosphere. After stirring at 0° C. for 1 h, the reaction was quenched with 2 mL of saturated NH4Cl. The mixture was treated with 50 mL of EtOAc and washed with water (25 mL), brine (25 mL) and then dried over Na2SO4, filtered, and concentrated. The residue was purified by flash column chromatography on silica gel (0:1-1:4 E... As a reaction SMILES: CON(C)[C:4](=[O:38])[C:5]1[CH:10]=[CH:9][C:8]([C:11]2[N:15]3[N:16]=[CH:17][CH:18]=[C:19]([N:20]4[CH2:25][CH2:24][O:23][CH2:22][CH2:21]4)[C:14]3=[N:13][C:12]=2[C:26]#[C:27][C:28]2[CH:37]=[CH:36][C:35]3[C:30](=[CH:31][CH:32]=[CH:33][CH:34]=3)[N:29]=2)=[CH:7][CH:6]=1.[CH3:40][Mg]Br>C1COCC1>[O:23]1[CH2:22][CH2:21][N:20]([C:19]2[C:14]3[N:15]([C:11]([C:8]4[CH:7]=[CH:6][C:5]([C:4](=[O:38])[CH3:40])=[CH:10][CH:9]=4)=[C:12]([C:26]#[C:27][C:28]4[CH:37]=[CH:36][C:35]5[C:30](=[CH:31][CH:32]=[CH:33][CH:34]=5)[N:29]=4)[N:13]=3)[N:16]=[CH:17][CH:18]=2)[CH2:25][CH2:24]1. Run at temperature 0 celsius, time 1 hour. The reactants are CON(C(C1=CC=C(C=C1)C1=C(N=C2N1N=CC=C2N2CCOCC2)C#CC2=NC1=CC=CC=C1C=C2)=O)C (N-Methoxy-N-methyl-4-(8-morpholino-2-(quinolin-2-ylethynyl)imidazo[1,2-b]pyridazin-3-yl)benzamide), C[Mg]Br (methylmagnesium bromide).